This data is from the Open Reaction Database (ORD), a public repository of structured organic reaction records. The task is: describe an organic reaction: reactants, conditions, products, and yield Starting materials: O=C([O-])O, CCOC(C)=O, CC#N, COC(=O)c1nc(Cl)cnc1[N+](=O)[O-], [F-], [K+], [Na+], O. The product is COC(=O)c1nc(F)cnc1[N+](=O)[O-]. RXN SMILES: [C:23](=[O:24])([O-:25])[OH:26].[CH3:17][CH2:18][O:19][C:20](=[O:21])[CH3:22].[CH3:28][C:29]#[N:30].[Cl:1][c:2]1[cH:3][n:4][c:5]([N+:12](=[O:13])[O-:14])[c:6]([C:8](=[O:9])[O:10][CH3:11])[n:7]1.[F-:15].[K+:16].[Na+:27].[OH2:31]>>[c:2]1([F:15])[cH:3][n:4][c:5]([N+:12](=[O:13])[O-:14])[c:6]([C:8](=[O:9])[O:10][CH3:11])[n:7]1. The reactants are N1=CC=CC=C1 (pyridine), NC=1C(=CC(=C(C1)N1C(N2C(=CCCC2)C1=O)=O)F)Cl (2-(5-amino-4-chloro-2-fluorophenyl)-5,6-dihydroimidazo [1,5-a] pyridine-1, 3[2H, 7H]-dione), C1(=CC=C(C=C1)S(=O)(=O)Cl)C (p-toluenesulfonyl chloride), Cl (Hydrochloric acid). Run in C(C)(=O)OCC (ethyl acetate). Run at time 2.5 hour. Product: ClC1=CC(=C(C=C1NS(=O)(=O)C1=CC=C(C=C1)C)N1C(N2C(=CCCC2)C1=O)=O)F (2-[4-chloro-2-fluoro-5-(p-toluenesulfonylamino)phenyl]-5,6-dihydroimidazo [1,5-a] pyridine-1,3[2H, 7H]-dione). The yield is 59.3%. As a reaction SMILES: N1C=CC=CC=1.[NH2:7][C:8]1[C:9]([Cl:26])=[CH:10][C:11]([F:25])=[C:12]([N:14]2[C:22](=[O:23])[C:17]3=[CH:18][CH2:19][CH2:20][CH2:21][N:16]3[C:15]2=[O:24])[CH:13]=1.[C:27]1([CH3:37])[CH:32]=[CH:31][C:30]([S:33](Cl)(=[O:35])=[O:34])=[CH:29][CH:28]=1.Cl>C(OCC)(=O)C>[Cl:26][C:9]1[C:8]([NH:7][S:33]([C:30]2[CH:31]=[CH:32][C:27]([CH3:37])=[CH:28][CH:29]=2)(=[O:35])=[O:34])=[CH:13][C:12]([N:14]2[C:22](=[O:23])[C:17]3=[CH:18][CH2:19][CH2:20][CH2:21][N:16]3[C:15]2=[O:24])=[C:11]([F:25])[CH:10]=1. Reported procedure: To a pyridine (5 mL) solution of 2-(5-amino-4-chloro-2-fluorophenyl)-5,6-dihydroimidazo [1,5-a] pyridine-1, 3[2H, 7H]-dione (0.35 g, 1.2 mmol) was dropwise added p-toluenesulfonyl chloride (0.25 g, 1.3 mmol) under cooling in an ice-water bath, and the mixture was stirred for 2.5 hours at the ambient temperature. 1N Hydrochloric acid (60 mL) and ethyl acetate (40 mL) were added to the resulting mixture and the organic layer was separated. The aqueous layer was extracted with ethyl acetate (20 mL×...